From a dataset of the Open Reaction Database (ORD), a public repository of structured organic reaction records. describe an organic reaction: reactants, conditions, products, and yield Reactants: [Al+3], CCCC(=O)Cl, [Cl-], [Cl-], [Cl-], ClCCl, Fc1ccccc1. Yields the product CCCC(=O)c1ccc(F)cc1. As a reaction SMILES: [Al+3:2].[C:5]([CH2:6][CH2:7][CH3:8])(=[O:9])[Cl:10].[Cl-:1].[Cl-:3].[Cl-:4].[Cl:18][CH2:19][Cl:20].[F:11][c:12]1[cH:13][cH:14][cH:15][cH:16][cH:17]1>>[C:5]([CH2:6][CH2:7][CH3:8])(=[O:9])[c:15]1[cH:14][cH:13][c:12]([F:11])[cH:17][cH:16]1. Reactants: Cl (hydrochloric acid), ClC1=CC=C(C=C1)C1=CC=C(C=C1)Cl (dichlorobiphenyl), CC1C(=O)OC(C1)=O (methylsuccinic acid anhydride), [Cl-].[Al+3].[Cl-].[Cl-] (aluminum chloride). Run in O (water), C(=S)=S (carbon disulfide). Conditions: temperature 10 celsius, time 4 hour. Product: ClC1=C(C=CC(=C1)Cl)C1=C(C=CC=C1)C(CC(C(=O)O)C)=O (4-(2',4'-dichlorobiphenylyl)-2-methyl-4-oxo butanoic acid). As a reaction SMILES: Cl[C:2]1[CH:7]=[CH:6][C:5]([C:8]2[CH:13]=[CH:12][C:11]([Cl:14])=[CH:10][CH:9]=2)=[CH:4][CH:3]=1.[CH3:15][CH:16]1[CH2:21][C:20](=[O:22])[O:19][C:17]1=[O:18].[Cl-:23].[Al+3].[Cl-].[Cl-].Cl>O.C(=S)=S>[Cl:23][C:9]1[CH:10]=[C:11]([Cl:14])[CH:12]=[CH:13][C:8]=1[C:5]1[CH:6]=[CH:7][CH:2]=[CH:3][C:4]=1[C:20](=[O:22])[CH2:21][CH:16]([CH3:15])[C:17]([OH:19])=[O:18] |f:2.3.4.5|. Procedure details: A solution is prepared by adding 33.4 g dichlorobiphenyl (0.15 moles) and 18.0 g methylsuccinic acid anhydride (0.15 moles) to 100 ml carbon disulfide. The solution is cooled to 10° C. and is treated portionwise, under stirring, with 24.0 g anhydrous aluminum chloride (0.18 moles) at a rate such that the temperature of the reaction mixture does not exceed 15° C. The mixture is stirred for an additional 4 hours at 20° C. and is then decomposed by pouring into a mixture of 350 ml water and 175 ml ... Starting materials: C(#N)C(C)(C)C=1C=C(C(=O)NC=2C=CC(=C(C2)NC(=O)C2=CC=3C(=NC(=CN3)NC)S2)C)C=CC1 (N-(5-(3-(2-cyanopropan-2-yl)benzamido)-2-methylphenyl)-3-(methylamino)thieno[2,3-b]pyrazine-6-carboxamide), ClC1=CN=C2C(=N1)SC(=C2)C(=O)NC2=C(C=CC(=C2)NC(C2=CC(=CC=C2)C(C)(C)C#N)=O)C (3-chloro-N-(5-(3-(2-cyanopropan-2-yl)benzamido)-2-methylphenyl)thieno[2,3-b]pyrazine-6-carboxamide), COCCN (2-aminoethyl methyl ether). The product is C(#N)C(C)(C)C=1C=C(C(=O)NC=2C=CC(=C(C2)NC(=O)C2=CC=3C(=NC(=CN3)NCCOC)S2)C)C=CC1 (N-(5-(3-(2-cyanopropan-2-yl)benzamido)-2-methylphenyl)-3-(2-methoxyethylamino)thieno[2,3-b]pyrazine-6-carboxamide). The yield is 40.0%. Reaction SMILES: [C:1]([C:3]([C:6]1[CH:7]=[C:8]([CH:33]=[CH:34][CH:35]=1)[C:9]([NH:11][C:12]1[CH:13]=[CH:14][C:15]([CH3:32])=[C:16]([NH:18][C:19]([C:21]2[S:31][C:24]3=[N:25][C:26]([NH:29][CH3:30])=[CH:27][N:28]=[C:23]3[CH:22]=2)=[O:20])[CH:17]=1)=[O:10])([CH3:5])[CH3:4])#[N:2].ClC1N=C2SC(C(NC3C=C(NC(=O)C4C=CC=C(C(C#N)(C)C)C=4)C=CC=3C)=O)=CC2=NC=1.[CH3:70][O:71][CH2:72]CN>>[C:1]([C:3]([C:6]1[CH:7]=[C:8]([CH:33]=[CH:34][CH:35]=1)[C:9]([NH:11][C:12]1[CH:13]=[CH:14][C:15]([CH3:32])=[C:16]([NH:18][C:19]([C:21]2[S:31][C:24]3=[N:25][C:26]([NH:29][CH2:30][CH2:70][O:71][CH3:72])=[CH:27][N:28]=[C:23]3[CH:22]=2)=[O:20])[CH:17]=1)=[O:10])([CH3:5])[CH3:4])#[N:2]. Procedure details: Preparation analogous to 96a by using 3-chloro-N-(5-(3-(2-cyanopropan-2-yl)benzamido)-2-methylphenyl)thieno[2,3-b]pyrazine-6-carboxamide 95 (0.061 mmol, 30 mg) and 2-aminoethyl methyl ether (1.531 mmol, 133 μL) to give N-(5-(3-(2-cyanopropan-2-yl)benzamido)-2-methylphenyl)-3-(2-methoxyethylamino)thieno[2,3-b]pyrazine-6-carboxamide 96g (13 mg, 40%). NMR (400 MHz, DMSO-d6) 1.76 (s, 6H), 2.24 (s, 3H), 3.30 (s, 3H), 3.54 (m, 4H), 7.28 (d, J=8.6 Hz, 1H), 7.61 (m, 2H), 7.76 (m, 1H), 7.83 (m, 1H), 7.94...